Dataset: the Open Reaction Database (ORD), a public repository of structured organic reaction records. Task: describe an organic reaction: reactants, conditions, products, and yield Reactants: [OH-].[Na+] (sodium hydroxide), C1=CC=CC=2C3=CC=CC=C3C(C12)C(=O)NCC(=O)OC (methyl N-(9-fluorenylcarbonyl)glycinate), resultant mixture. Run in C(C)O (ethanol). Product: C1=CC=CC=2C3=CC=CC=C3C(C12)C(=O)NCC(=O)O (N-(9-fluorenylcarbonyl)glycine). The yield is 54.1%. RXN SMILES: [OH-].[Na+].[CH:3]1[C:15]2[CH:14]([C:16]([NH:18][CH2:19][C:20]([O:22]C)=[O:21])=[O:17])[C:13]3[C:8](=[CH:9][CH:10]=[CH:11][CH:12]=3)[C:7]=2[CH:6]=[CH:5][CH:4]=1>C(O)C>[CH:12]1[C:13]2[CH:14]([C:16]([NH:18][CH2:19][C:20]([OH:22])=[O:21])=[O:17])[C:15]3[C:7](=[CH:6][CH:5]=[CH:4][CH:3]=3)[C:8]=2[CH:9]=[CH:10][CH:11]=1 |f:0.1|. Procedure details: 4.2 ml of 1N sodium hydroxide was added dropwise under ice-cooling to a solution of 900 mg of methyl N-(9-fluorenylcarbonyl)glycinate in 55 ml of ethanol. The resultant mixture was stirred at room temperature for 1.5 hours. The residue obtained by concentrating the reaction mixture was dissolved in 0.5N sodium hydroxide, and washed with an ether. Under ice-cooling, the pH value of the aqueous layer was adjusted to 3 to 4 with 5% hydrochloric acid, and the precipitate formed was separated by filt... Starting materials: Cc1[nH]c2cccc(OCC3CO3)c2c1Cl, NCCOc1ccccc1, C1COCCO1. The product is Cc1[nH]c2cccc(OCC(O)CNCCOc3ccccc3)c2c1Cl. RXN SMILES: [Cl:1][c:2]1[c:3]([CH3:16])[nH:4][c:5]2[cH:6][cH:7][cH:8][c:9]([O:11][CH2:12][CH:13]3[CH2:14][O:15]3)[c:10]12.[O:17]([c:18]1[cH:19][cH:20][cH:21][cH:22][cH:23]1)[CH2:24][CH2:25][NH2:26].[O:27]1[CH2:28][CH2:29][O:30][CH2:31][CH2:32]1>>[Cl:1][c:2]1[c:3]([CH3:16])[nH:4][c:5]2[cH:6][cH:7][cH:8][c:9]([O:11][CH2:12][CH:13]([CH2:14][NH:26][CH2:25][CH2:24][O:17][c:18]3[cH:19][cH:20][cH:21][cH:22][cH:23]3)[OH:15])[c:10]12. The reactants are 138B, C(C)(C)(C)C1=NN(C(=C1)NC(OC1=CC=CC=C1)=O)C (phenyl 3-tert-butyl-1-methyl-1H-pyrazol-5-ylcarbamate), COC=1C=C2C(=NC=NC2=CC1OCCOC)OC=1C=C(N)C=CC1 (3-(6-methoxy-7-(2-methoxyethoxy)quinazolin-4-yloxy)aniline), C(C)(C)N(CC)C(C)C (diisopropylethyl amine). The reagents and catalysts are CN(C)C=1C=CN=CC1 (DMAP). The product is C(C)(C)(C)C1=NN(C(=C1)NC(=O)NC1=CC(=CC=C1)OC1=NC=NC2=CC(=C(C=C12)OC)OCCOC)C (1-(3-tert-butyl-1-methyl-1H-pyrazol-5-yl)-3-(3-(6-methoxy-7-(2-methoxyethoxy)quinazolin-4-yloxy)phenyl)urea). Reaction SMILES: [C:1]([C:5]1[CH:9]=[C:8]([NH:10][C:11](=[O:19])OC2C=CC=CC=2)[N:7]([CH3:20])[N:6]=1)([CH3:4])([CH3:3])[CH3:2].[CH3:21][O:22][C:23]1[CH:24]=[C:25]2[C:30](=[CH:31][C:32]=1[O:33][CH2:34][CH2:35][O:36][CH3:37])[N:29]=[CH:28][N:27]=[C:26]2[O:38][C:39]1[CH:40]=[C:41]([CH:43]=[CH:44][CH:45]=1)[NH2:42].C(N(C(C)C)CC)(C)C>CN(C1C=CN=CC=1)C>[C:1]([C:5]1[CH:9]=[C:8]([NH:10][C:11]([NH:42][C:41]2[CH:43]=[CH:44][CH:45]=[C:39]([O:38][C:26]3[C:25]4[C:30](=[CH:31][C:32]([O:33][CH2:34][CH2:35][O:36][CH3:37])=[C:23]([O:22][CH3:21])[CH:24]=4)[N:29]=[CH:28][N:27]=3)[CH:40]=2)=[O:19])[N:7]([CH3:20])[N:6]=1)([CH3:2])([CH3:3])[CH3:4]. Procedure: The procedure in 138B was used to react the carbamate from Example 157A (123 mg, 0.45 mmol) with 3-(6-methoxy-7-(2-methoxyethoxy)quinazolin-4-yloxy)aniline from Example 117B (103 mg, 0.30 mmol). To this solution was added diisopropylethyl amine (78 μL, 0.45 mmol) and DMAP (3.6 mg, 0.03 mmol). The reaction was concentrated to dryness. The resulting oil purified by silica gel chromatography eluting with ethyl acetate/dichloromethane 10-50% over 60 minutes. The main peak concentrated to a solid wei... Starting materials: C(C)OC(CC1C(N(C2=CC=CC=C12)C)=O)OCC (3-(2,2-diethoxyethyl)-1-methyloxindole). Solvent: Cl (hydrochloric acid). Conditions: time 3 hour. Yields the product C(=O)CC1C(N(C2=CC=CC=C12)C)=O (3-formylmethyl-1-methyloxindole). The yield is 108.7%. As a reaction SMILES: C([O:3][CH:4](OCC)[CH2:5][CH:6]1[C:14]2[C:9](=[CH:10][CH:11]=[CH:12][CH:13]=2)[N:8]([CH3:15])[C:7]1=[O:16])C>Cl>[CH:4]([CH2:5][CH:6]1[C:14]2[C:9](=[CH:10][CH:11]=[CH:12][CH:13]=2)[N:8]([CH3:15])[C:7]1=[O:16])=[O:3]. Reported procedure: To 114 g of 3-(2,2-diethoxyethyl)-1-methyloxindole was added 110 ml of 5% hydrochloric acid aqueous solution, and the mixture was stirred at a room temperature for 3 hours. The reaction mixture was filtered and the filtrate was neutralized with sodium carbonate, then extracted with chloroform. The chloroform layer was washed with a saturated sodium chloride aqueous solution, then dried with anhydrous sodium sulfate. The solvent was removed by evaporation to obtain 89 g of 3-formylmethyl-1-methyl... The reactants are C=Cc1ccc(C)nc1, CN1CCCC1=O, Cc1ccc2[nH]c3c(c2c1)CN(c1ccc(C(F)(F)F)cc1)CC3, [K+], [OH-]. Yields the product Cc1ccc2c(c1)c1c(n2CCc2ccc(C)nc2)CCN(c2ccc(C(F)(F)F)cc2)C1. As a reaction SMILES: [CH3:25][c:26]1[n:27][cH:28][c:29]([CH:32]=[CH2:33])[cH:30][cH:31]1.[CH3:36][N:37]1[CH2:38][CH2:39][CH2:40][C:41]1=[O:42].[F:1][C:2]([c:3]1[cH:4][cH:5][c:6]([N:9]2[CH2:10][c:11]3[c:12]([nH:13][c:14]4[cH:15][cH:16][c:17]([CH3:20])[cH:18][c:19]34)[CH2:21][CH2:22]2)[cH:7][cH:8]1)([F:23])[F:24].[K+:35].[OH-:34]>>[F:1][C:2]([c:3]1[cH:4][cH:5][c:6]([N:9]2[CH2:10][c:11]3[c:12]([n:13]([CH2:33][CH2:32][c:29]4[cH:28][n:27][c:26]([CH3:25])[cH:31][cH:30]4)[c:14]4[cH:15][cH:16][c:17]([CH3:20])[cH:18][c:19]34)[CH2:21][CH2:22]2)[cH:7][cH:8]1)([F:23])[F:24].